This data is from the Open Reaction Database (ORD), a public repository of structured organic reaction records. The task is: describe an organic reaction: reactants, conditions, products, and yield Reactants: CC(=O)OCc1cc(-c2ccccc2)c2c(n1)OCCN(Cc1cc(C(F)(F)F)cc(C(F)(F)F)c1)C2=O, CCO. Yields the product O=C1c2c(-c3ccccc3)cc(CO)nc2OCCN1Cc1cc(C(F)(F)F)cc(C(F)(F)F)c1. Reaction SMILES: [C:1](=[O:2])([CH3:3])[O:4][CH2:5][c:6]1[cH:7][c:8](-[c:33]2[cH:34][cH:35][cH:36][cH:37][cH:38]2)[c:9]2[c:15]([n:16]1)[O:14][CH2:13][CH2:12][N:11]([CH2:17][c:18]1[cH:19][c:20]([C:28]([F:29])([F:30])[F:31])[cH:21][c:22]([C:24]([F:25])([F:26])[F:27])[cH:23]1)[C:10]2=[O:32].[CH3:39][CH2:40][OH:41]>>[OH:4][CH2:5][c:6]1[cH:7][c:8](-[c:33]2[cH:34][cH:35][cH:36][cH:37][cH:38]2)[c:9]2[c:15]([n:16]1)[O:14][CH2:13][CH2:12][N:11]([CH2:17][c:18]1[cH:19][c:20]([C:28]([F:29])([F:30])[F:31])[cH:21][c:22]([C:24]([F:25])([F:26])[F:27])[cH:23]1)[C:10]2=[O:32]. Reactants: [BH4-], N#Cc1ccc(C=O)cc1, CN, CO, ClCCl, [Mg+2], [Na+], O=S(=O)([O-])[O-], C1CCOC1. Product: CNCc1ccc(C#N)cc1. As a reaction SMILES: [BH4-:19].[C:1](#[N:2])[c:3]1[cH:4][cH:5][c:6]([CH:7]=[O:8])[cH:9][cH:10]1.[CH3:11][NH2:12].[CH3:29][OH:30].[Cl:26][CH2:27][Cl:28].[Mg+2:13].[Na+:20].[O-:14][S:15](=[O:16])(=[O:17])[O-:18].[O:21]1[CH2:22][CH2:23][CH2:24][CH2:25]1>>[C:1](#[N:2])[c:3]1[cH:4][cH:5][c:6]([CH2:7][NH:12][CH3:11])[cH:9][cH:10]1. Reactants: diazonium salt, S(N)(O)(=O)=O (sulfamic acid), [OH-].[Na+] (sodium hydroxide), N(=O)[O-].[Na+] (sodium nitrite), C(C)(=O)NC1=CC(=C(C=C1F)Cl)N (4-(N-Acetylamino)-2-amino-1-chloro-5-fluorobenzene), Cl (hydrochloric acid), ice, resultant mixture, C(C(=O)O)S (thioglycollic acid), cupric carbonate. Run in O (water), O (water), O (water). Conditions: time 1 hour. Product: C(C)(=O)NC=1C(=CC(=C(C1)CC(=S)O)Cl)F (5-(N-acetylamino)-2-chloro-4-fluorophenylthioacetic acid). As a reaction SMILES: [C:1]([NH:4][C:5]1[C:10]([F:11])=[CH:9][C:8]([Cl:12])=[C:7](N)[CH:6]=1)(=[O:3])[CH3:2].Cl.N([O-])=O.[Na+].S(=O)(=O)(O)N.[CH2:24]([SH:28])[C:25](O)=O.[OH-:29].[Na+]>O>[C:1]([NH:4][C:5]1[C:10]([F:11])=[CH:9][C:8]([Cl:12])=[C:7]([CH2:25][C:24]([OH:29])=[S:28])[CH:6]=1)(=[O:3])[CH3:2] |f:2.3,6.7|. Procedure details: 4-(N-Acetylamino)-2-amino-1-chloro-5-fluorobenzene (7.0 g) was suspended in a mixture of conc. hydrochloric acid (9 ml), water (40 ml) and ice (60 g), and the suspension was kept at -5° to 10° C., preferably at 0° to 5° C. A solution of sodium nitrite (2.5 g) in water (8 ml) was dropwise added to the suspension, which was then stirred at the same temperature for 1 hour. To the thus prepared diazonium salt solution, sulfamic acid (0.2 g) was added, and the resultant mixture was added to a mixture...